Task: describe an organic reaction: reactants, conditions, products, and yield. Dataset: the Open Reaction Database (ORD), a public repository of structured organic reaction records Starting materials: O=C1NC2=CC=CC(=C2C1)C=1C=NC=C(C(=O)O)C1 (5-(2-oxo-2,3-dihydro-1H-indol-4-yl)-nicotinic acid), C(C)N(CCNC(=O)C1=C(NC(=C1C)C=O)C)CC (5-formyl-2,4-dimethyl-1H-pyrrole-3-carboxylic acid (2-diethylaminoethyl)-amide), N1CCCCC1 (piperidine). Run in C(C)O (ethanol). Conditions: temperature 60 celsius. Yields the product C(C)N(CCNC(=O)C=1C(=C(NC1C)C=C1C(NC2=CC=CC(=C12)C=1C=NC=C(C(=O)O)C1)=O)C)CC (5-{3-[4-(2-Diethylaminoethylcarbamoyl)-3,5-dimethyl-1H-pyrrol-2-ylmethylene]-2-oxo-2,3-dihydro-1H-indol-4-yl}-nicotinic Acid). Reaction SMILES: [O:1]=[C:2]1[CH2:10][C:9]2[C:4](=[CH:5][CH:6]=[CH:7][C:8]=2[C:11]2[CH:12]=[N:13][CH:14]=[C:15]([CH:19]=2)[C:16]([OH:18])=[O:17])[NH:3]1.[CH2:20]([N:22]([CH2:37][CH3:38])[CH2:23][CH2:24][NH:25][C:26]([C:28]1[C:32]([CH3:33])=[C:31]([CH:34]=O)[NH:30][C:29]=1[CH3:36])=[O:27])[CH3:21].N1CCCCC1>C(O)C>[CH2:37]([N:22]([CH2:20][CH3:21])[CH2:23][CH2:24][NH:25][C:26]([C:28]1[C:32]([CH3:33])=[C:31]([CH:34]=[C:10]2[C:9]3[C:4](=[CH:5][CH:6]=[CH:7][C:8]=3[C:11]3[CH:12]=[N:13][CH:14]=[C:15]([CH:19]=3)[C:16]([OH:18])=[O:17])[NH:3][C:2]2=[O:1])[NH:30][C:29]=1[CH3:36])=[O:27])[CH3:38]. Reported procedure: A mixture of 5-(2-oxo-2,3-dihydro-1H-indol-4-yl)-nicotinic acid (381 mg, 1.5 mmol), 5-formyl-2,4-dimethyl-1H-pyrrole-3-carboxylic acid (2-diethylaminoethyl)-amide (398 mg, 1.5 mmol) and piperidine (1 mL) in ethanol (5 mL) was heated in a sealed tube at 60° C. for 10 hours. The reaction was concentrated, the residue was dissolved in a mixture of water and methanol and then acidified with 1N HCl. The resulted precipitate was collected by vacuum filtration, washed with methanol and dried to give th... Starting materials: FC=1C=C2C(C(=CN(C2=CC1F)C1=CC=C(C=C1)OC)C(=O)OCC)=O (ethyl 6,7-difluoro-1-(4-methoxyphenyl)-1,4-dihydro-4-oxoquinoline-3-carboxylate), Br (hydrobromic acid). Conditions: time 3 hour. Product: FC=1C=C2C(C(=CN(C2=CC1F)C1=CC=C(C=C1)O)C(=O)O)=O (6,7-difluoro-1-(4-hydroxyphenyl)-1,4-dihydro-4-oxoquinoline-3-carboxylic acid). Yield: 92.2%. RXN SMILES: [F:1][C:2]1[CH:3]=[C:4]2[C:9](=[CH:10][C:11]=1[F:12])[N:8]([C:13]1[CH:18]=[CH:17][C:16]([O:19]C)=[CH:15][CH:14]=1)[CH:7]=[C:6]([C:21]([O:23]CC)=[O:22])[C:5]2=[O:26].Br>>[F:1][C:2]1[CH:3]=[C:4]2[C:9](=[CH:10][C:11]=1[F:12])[N:8]([C:13]1[CH:14]=[CH:15][C:16]([OH:19])=[CH:17][CH:18]=1)[CH:7]=[C:6]([C:21]([OH:23])=[O:22])[C:5]2=[O:26]. Procedure details: To ethyl 6,7-difluoro-1-(4-methoxyphenyl)-1,4-dihydro-4-oxoquinoline-3-carboxylate (0.70 g) is added 48% hydrobromic acid (8 ml), and the mixture is stirred at 100°-110° C. for 3 hour. After cooling, the precipitated crystals are separated by filtration, washed with water and recrystallized from dichloromethane-ethanol to give 6,7-difluoro-1-(4-hydroxyphenyl)-1,4-dihydro-4-oxoquinoline-3-carboxylic acid (0.57 g) as colorless needles, m.p. 288°-290° C.